This data is from the Open Reaction Database (ORD), a public repository of structured organic reaction records. The task is: describe an organic reaction: reactants, conditions, products, and yield The reactants are ClC1=NC(=C(C=C1Cl)Cl)Cl (2,3,5,6-tetrachloropyridine), C(CO)(=O)OC (methyl glycolate), C([O-])([O-])=O.[Na+].[Na+] (sodium carbonate). Solvent: CO (methanol). Reaction conditions: time 3.5 hour. The product is ClC=1C(=NC(=C(C1)Cl)Cl)OCC(=O)OC (methyl 3,5,6-trichloro-2-pyridinyloxyacetate). Isolated yield 75.0%. Reaction SMILES: Cl[C:2]1[C:7]([Cl:8])=[CH:6][C:5]([Cl:9])=[C:4]([Cl:10])[N:3]=1.[C:11]([O:15][CH3:16])(=[O:14])[CH2:12][OH:13].C(=O)([O-])[O-].[Na+].[Na+]>CO>[Cl:8][C:7]1[C:2]([O:13][CH2:12][C:11]([O:15][CH3:16])=[O:14])=[N:3][C:4]([Cl:10])=[C:5]([Cl:9])[CH:6]=1 |f:2.3.4|. Procedure details: A reaction vessel was charged with 43.4 g (0.2 mole) of 2,3,5,6-tetrachloropyridine, 108 g (1.2 mole) of methyl glycolate, and 26.6 g (0.25 mole) of anhydrous sodium carbonate. The resulting mixture was stirred and heated to 110° C. at atmospheric pressure with methanol distillate being removed, as it formed, through a distillation head. After 3.5 hours, 6.5 g of methanol distillate was collected. This distillate, along with 64.0 g of additional methanol was added to the reaction mixture and ref... The reactants are NC1=CC(=C(C=C1)N1C(COCC1)=O)F (4-(4-amino-2-fluorophenyl)morpholin-3-one), C(C)(=O)C=C=O (acetyl ketene). Solvent: CCOC(=O)C (EtOAc). Conditions: temperature 80 celsius, time 24 hour. Product: FC=1C=C(C=CC1N1C(COCC1)=O)NC(CC(C)=O)=O (N-(3-fluoro-4-(3-oxomorpholino)phenyl)-3-oxobutanamide). Isolated yield 61.4%. RXN SMILES: [NH2:1][C:2]1[CH:7]=[CH:6][C:5]([N:8]2[CH2:13][CH2:12][O:11][CH2:10][C:9]2=[O:14])=[C:4]([F:15])[CH:3]=1.[C:16]([CH:19]=[C:20]=[O:21])(=[O:18])[CH3:17]>CCOC(C)=O>[F:15][C:4]1[CH:3]=[C:2]([NH:1][C:20](=[O:21])[CH2:19][C:16](=[O:18])[CH3:17])[CH:7]=[CH:6][C:5]=1[N:8]1[CH2:13][CH2:12][O:11][CH2:10][C:9]1=[O:14]. Procedure details: A mixture of 4-(4-amino-2-fluorophenyl)morpholin-3-one (2.51 g, 11.9 mmol) and acetyl ketene (2.51 g, 29.9 mmol) in EtOAc (40 mL) was stirred at 80° C. for 24 h. The mixture was cooled to rt and concentrated in vacuo. The residue was purified by a silica gel column chromatography (PE/EtOAc (V/V)=1:4) to give the title compound as a yellow solid (2.15 g, 61%). Reactants: [H-].[Al+3].[Li+].[H-].[H-].[H-] (lithium aluminium hydride), O (water), [OH-].[Na+] (sodium hydroxide), COC(=O)C1=C(N[C@H]2[C@@H](CC3=CC=CC=C23)NC(=O)OCC)C=CC=C1 (trans 1-(2-methoxycarbonylanilino)-2-ethoxycarbonylaminoindane), [H-].[Al+3].[Li+].[H-].[H-].[H-] (lithium aluminum hydride), O (water). Solvent: C(C)OCC (diethyl ether), C(C)OCC (diethyl ether). Product: OCC1=C(N[C@H]2[C@@H](CC3=CC=CC=C23)NC)C=CC=C1 (trans-1-(2-Hydroxymethylanilino)-2-methylaminoindane). Isolated yield 89.0%. Reaction SMILES: C[O:2][C:3]([C:5]1[CH:26]=[CH:25][CH:24]=[CH:23][C:6]=1[NH:7][C@@H:8]1[C:16]2[C:11](=[CH:12][CH:13]=[CH:14][CH:15]=2)[CH2:10][C@H:9]1[NH:17][C:18](OCC)=O)=O.[H-].[Al+3].[Li+].[H-].[H-].[H-].O.[OH-].[Na+]>C(OCC)C>[OH:2][CH2:3][C:5]1[CH:26]=[CH:25][CH:24]=[CH:23][C:6]=1[NH:7][C@@H:8]1[C:16]2[C:11](=[CH:12][CH:13]=[CH:14][CH:15]=2)[CH2:10][C@H:9]1[NH:17][CH3:18] |f:1.2.3.4.5.6,8.9|. Procedure details: A solution of trans 1-(2-methoxycarbonylanilino)-2-ethoxycarbonylaminoindane (1.73 kg; 4.9 moles) in diethyl ether (36 l) was added dropwise to a suspension of lithium aluminum hydride (900 g; 23.7 moles) in diethyl ether (28 l), under nitrogen, over a period of ca 1.5 h. After stirring overnight at room temperature the excess lithium aluminium hydride was carefully decomposed with water (2.5 l), and 10% sodium hydroxide (30 l) and water (5 l) was added. The organic layer was separated and the a... The reactants are N1(C=NC2=C1C=CC=C2)C(=CC(=O)OCC)C2=CC=C(C=C2)CC (ethyl 3-(1H-benzimidazol-1-yl)-3-(4-ethylphenyl)-2-propenoate), C(=O)[O-].[NH4+] (ammonium formate). Reagents/catalysts: [Pd] (palladium on carbon). Solvent: C(C)O (ethanol), O (water). Yields the product N1(C=NC2=C1C=CC=C2)C(CC(=O)OCC)C2=CC=C(C=C2)CC (Ethyl 3-(1H-benzimidazol-1-yl)-3-(4-ethylphenyl)propanoate). As a reaction SMILES: [N:1]1([C:10]([C:17]2[CH:22]=[CH:21][C:20]([CH2:23][CH3:24])=[CH:19][CH:18]=2)=[CH:11][C:12]([O:14][CH2:15][CH3:16])=[O:13])[C:5]2[CH:6]=[CH:7][CH:8]=[CH:9][C:4]=2[N:3]=[CH:2]1.C([O-])=O.[NH4+]>C(O)C.O.[Pd]>[N:1]1([CH:10]([C:17]2[CH:22]=[CH:21][C:20]([CH2:23][CH3:24])=[CH:19][CH:18]=2)[CH2:11][C:12]([O:14][CH2:15][CH3:16])=[O:13])[C:5]2[CH:6]=[CH:7][CH:8]=[CH:9][C:4]=2[N:3]=[CH:2]1 |f:1.2|. Reported procedure: To a solution of ethyl 3-(1H-benzimidazol-1-yl)-3-(4-ethylphenyl)-2-propenoate (E/Z mixture, 181 mg, 566 μmol) in a mixture of ethanol and water (10:1, 2.75 mL) was added palladium on carbon (27 mg, 10% w/w Pd) and ammonium formate (143 mg, 2.26 mmol). The suspension was brought to reflux for 3 hours, cooled to room temperature, and was filtered through a pad of Celite® and evaporated in vacuo. The residue was purified by flash column chromatography on silica gel, eluting with a mixture of dichl... Starting materials: CC2(C)COB(c1ccccc1)OC2 (effective_coupling_partner), COc2ccc(c1ccccc1)cc2 (substrate). The reagents and catalysts are ICy. Conditions: temperature 120 celsius, time 12 hour. Yields the product c3ccc(c2ccc(c1ccccc1)cc2)cc3. Starting materials: CO (methanol), NC1=C(C(=O)C2=CC(=CC=C2)CNC(C2=CC=CC=C2)(C2=CC=CC=C2)C2=CC=CC=C2)C=C(C=C1)Cl (2-amino-3′-tritylaminomethyl-5-chlorobenzophenone), [BH4-].[Na+] (sodium borohydride). Run in C(C)OC(C)=O (acetic acid ethyl ester). Reaction conditions: time 3 hour. Yields the product NC1=C(C(C2=CC(=CC=C2)CNC(C2=CC=CC=C2)(C2=CC=CC=C2)C2=CC=CC=C2)O)C=C(C=C1)Cl (2-amino-5-chloro-α-(3-tritylaminomethylphenyl)benzyl alcohol). Isolated yield 99.6%. As a reaction SMILES: CO.[NH2:3][C:4]1[CH:38]=[CH:37][C:36]([Cl:39])=[CH:35][C:5]=1[C:6]([C:8]1[CH:13]=[CH:12][CH:11]=[C:10]([CH2:14][NH:15][C:16]([C:29]2[CH:34]=[CH:33][CH:32]=[CH:31][CH:30]=2)([C:23]2[CH:28]=[CH:27][CH:26]=[CH:25][CH:24]=2)[C:17]2[CH:22]=[CH:21][CH:20]=[CH:19][CH:18]=2)[CH:9]=1)=[O:7].[BH4-].[Na+]>C(OC(=O)C)C>[NH2:3][C:4]1[CH:38]=[CH:37][C:36]([Cl:39])=[CH:35][C:5]=1[CH:6]([OH:7])[C:8]1[CH:13]=[CH:12][CH:11]=[C:10]([CH2:14][NH:15][C:16]([C:17]2[CH:18]=[CH:19][CH:20]=[CH:21][CH:22]=2)([C:23]2[CH:28]=[CH:27][CH:26]=[CH:25][CH:24]=2)[C:29]2[CH:34]=[CH:33][CH:32]=[CH:31][CH:30]=2)[CH:9]=1 |f:2.3|. Procedure: To a methanol (20 ml) solution of 2-amino-3′-tritylaminomethyl-5-chlorobenzophenone (2 g) was added sodium borohydride (227 mg). The mixture was stirred for 3 hours at room temperature, to which was added acetic acid ethyl ester (100 ml). The mixture was washed with water and then dried over anhydrous MgSO4. The solvent was then distilled off, and the residue was purified by means of a silica gel column chromatography to give the-object 2-amino-5-chloro-α-(3-tritylaminomethylphenyl)benzyl alcoho... The reactants are N1=CC=C(C=C1)C(NC(C1=CC=CC=C1)=O)S(=O)(=O)C1=CC=C(C)C=C1 (N-(pyridin-4-yl(tosyl)methyl)benzamide), N1=CC=C(C=C1)C(NC(C1=CC=CC=C1)=O)S(=O)(=O)C1=CC=C(C)C=C1 (N-(pyridin-4-yl(tosyl)methyl)benzamide). The reagents and catalysts are [I-].C[N+]1=CSC(=C1C)CCO (3,4-dimethyl-5-(2-hydroxyethyl)-thiazolium iodide). Conditions: temperature 45 celsius. Yields the product title compound, O=C(C(C1=CC=NC=C1)NC(C1=CC=CC=C1)=O)C1=CC=CC=C1 (N-(2-oxo-2-phenyl-1-(pyridin-4-yl)ethyl)benzamide). Reaction SMILES: [N:1]1[CH:6]=[CH:5][C:4]([CH:7](S(C2C=CC(C)=CC=2)(=O)=O)[NH:8][C:9](=[O:16])[C:10]2[CH:15]=[CH:14][CH:13]=[CH:12][CH:11]=2)=[CH:3][CH:2]=1>[I-].C[N+]1C(C)=C(CCO)SC=1>[O:16]=[C:9]([C:10]1[CH:15]=[CH:14][CH:13]=[CH:12][CH:11]=1)[CH:7]([NH:8][C:9](=[O:16])[C:10]1[CH:11]=[CH:12][CH:13]=[CH:14][CH:15]=1)[C:4]1[CH:3]=[CH:2][N:1]=[CH:6][CH:5]=1 |f:1.2|. Procedure: A flask containing a mixture of N-(pyridin-4-yl(tosyl)methyl)benzamide, 66 (10.0 g), and 3,4-dimethyl-5-(2-hydroxyethyl)-thiazolium iodide (1.1 g) is flushed with nitrogen for 15 min. Dichloromethane (150 mL) and benzaldehyde are added and the solution heated to 45° C., then triethylamine (42 mL) is added. After heating for 16 h, the solution is cooled to room temperature and saturated aqueous sodium hydrogen carbonate is added. The layers are separated, the aqueous phase extracted with addition... The reactants are [Li]C(C)(C)C, C1CCOC1, O=Cc1ccc(Cl)cc1, c1ccc2sccc2c1. The product is OC(c1ccc(Cl)cc1)c1cc2ccccc2s1. Reaction SMILES: [C:10]([Li:11])([CH3:12])([CH3:13])[CH3:14].[CH2:24]1[O:25][CH2:26][CH2:27][CH2:28]1.[Cl:15][c:16]1[cH:17][cH:18][c:19]([CH:20]=[O:21])[cH:22][cH:23]1.[s:1]1[c:2]2[c:3]([cH:4][cH:5]1)[cH:6][cH:7][cH:8][cH:9]2>>[s:1]1[c:2]2[c:3]([cH:4][c:5]1[CH:20]([c:19]1[cH:18][cH:17][c:16]([Cl:15])[cH:23][cH:22]1)[OH:21])[cH:6][cH:7][cH:8][cH:9]2. Reactants: [Na] (sodium), C(=O)N (formamide), C(C=C)#N (acrylonitrile). The product is C(#N)CCN(C=O)CCC#N (N,N-bis-(2-cyanoethyl)-formamide), C(C=C)#N (acrylonitrile), C(=O)N (formamide). Reaction SMILES: [C:1](#[N:4])[CH:2]=[CH2:3].[CH:5]([NH2:7])=[O:6].[Na]>>[C:1]([CH2:2][CH2:3][N:7]([CH2:3][CH2:2][C:1]#[N:4])[CH:5]=[O:6])#[N:4].[C:1](#[N:4])[CH:2]=[CH2:3].[CH:5]([NH2:7])=[O:6] |^1:7|. Reported procedure: Reactions of acrylonitrile and formamide in the presence of bases have been described. Thus, according to DRP 735,771, N,N-bis-(2-cyanoethyl)-formamide is obtained from 2 moles of acrylonitrile and 1 mole of formamide using catalytic quantities of sodium. Reactants: C(C1=CC=CC=C1)NC1=NC(=C(C(=N1)C)C(C(=O)OC)CCC)C1=CC=C(C=C1)C (methyl 2-(2-(benzylamino)-4-methyl-6-p-tolylpyrimidin-5-yl)pentanoate), [OH-].[Na+] (sodium hydroxide). Solvent: CO (methanol). The product is C(C1=CC=CC=C1)NC1=NC(=C(C(=N1)C)C(C(=O)O)CCC)C1=CC=C(C=C1)C (2-(2-(benzylamino)-4-methyl-6-p-tolylpyrimidin-5-yl)pentanoic acid). Isolated yield 92.5%. Reaction SMILES: [CH2:1]([NH:8][C:9]1[N:14]=[C:13]([CH3:15])[C:12]([CH:16]([CH2:21][CH2:22][CH3:23])[C:17]([O:19]C)=[O:18])=[C:11]([C:24]2[CH:29]=[CH:28][C:27]([CH3:30])=[CH:26][CH:25]=2)[N:10]=1)[C:2]1[CH:7]=[CH:6][CH:5]=[CH:4][CH:3]=1.[OH-].[Na+]>CO>[CH2:1]([NH:8][C:9]1[N:14]=[C:13]([CH3:15])[C:12]([CH:16]([CH2:21][CH2:22][CH3:23])[C:17]([OH:19])=[O:18])=[C:11]([C:24]2[CH:25]=[CH:26][C:27]([CH3:30])=[CH:28][CH:29]=2)[N:10]=1)[C:2]1[CH:3]=[CH:4][CH:5]=[CH:6][CH:7]=1 |f:1.2|. Procedure: This compound was prepared according to general method D from methyl 2-(2-(benzylamino)-4-methyl-6-p-tolylpyrimidin-5-yl)pentanoate (0.055 g; 0.136 mmol), sodium hydroxide 10N (0.10 mL; 1.00 mmol) in methanol (1 mL) at 60° C. for 18 h. The reaction mixture was concentrated under reduced pressure, the residue was dissolved in water and extracted with diethyl ether. The pH of the aqueous layer was adjusted between 2 and 3 by addition of a solution of hydrochloric acid 6N until a precipitate was fo...